From a dataset of the Open Reaction Database (ORD), a public repository of structured organic reaction records. describe an organic reaction: reactants, conditions, products, and yield Starting materials: Clc1ccc2c(c1)ncc1c3c([nH]c12)CCNC3, C1CCOC1, O=C=Nc1ccccc1. Yields the product O=C(Nc1ccccc1)N1CCc2[nH]c3c(cnc4cc(Cl)ccc43)c2C1. As a reaction SMILES: [Cl:1][c:2]1[cH:3][cH:4][c:5]2[c:6]3[c:7]([cH:8][n:9][c:10]2[cH:11]1)[c:12]1[c:13]([nH:14]3)[CH2:15][CH2:16][NH:17][CH2:18]1.[O:28]1[CH2:29][CH2:30][CH2:31][CH2:32]1.[c:19]1([N:25]=[C:26]=[O:27])[cH:20][cH:21][cH:22][cH:23][cH:24]1>>[Cl:1][c:2]1[cH:3][cH:4][c:5]2[c:6]3[c:7]([cH:8][n:9][c:10]2[cH:11]1)[c:12]1[c:13]([nH:14]3)[CH2:15][CH2:16][N:17]([C:26]([NH:25][c:19]2[cH:20][cH:21][cH:22][cH:23][cH:24]2)=[O:27])[CH2:18]1. The reactants are ClCCCCBr, CCCC[N+](CCCC)(CCCC)CCCC, CC(C)=O, [I-], [Na+], [OH-], O, c1c[nH]nn1. The product is ClCCCCn1ccnn1. RXN SMILES: [Br:6][CH2:7][CH2:8][CH2:9][CH2:10][Cl:11].[CH2:16]([N+:17]([CH2:18][CH2:19][CH2:20][CH3:21])([CH2:22][CH2:23][CH2:24][CH3:25])[CH2:26][CH2:27][CH2:28][CH3:29])[CH2:30][CH2:31][CH3:32].[CH3:33][C:34](=[O:35])[CH3:36].[I-:15].[Na+:13].[OH-:12].[OH2:14].[nH:1]1[n:2][n:3][cH:4][cH:5]1>>[n:1]1([CH2:7][CH2:8][CH2:9][CH2:10][Cl:11])[n:2][n:3][cH:4][cH:5]1. The reactants are C(=O)(C(F)(F)F)O (TFA), C1(=CC=CC=C1)OC (anisole), ClC1=C(C=C(C=C1C1CCNCC1)C#N)NC1=NN2C(C(=N1)N(CC1=CC=C(C=C1)OC)C1CC1)=NC=C2C#N (2-((2-chloro-5-cyano-3-(piperidin-4-yl)phenyl)amino)-4-(cyclopropyl(4-methoxybenzyl)amino)imidazo[2,1-f][1,2,4]triazine-7-carbonitrile), BrC(C(=O)N)(C)C (2-bromo-2-methylpropanamide), [I-].[Na+] (sodium iodide), C(=O)([O-])[O-].[Cs+].[Cs+] (Cs2CO3). Solvent: C(Cl)Cl (DCM), CC#N (CH3CN). Run at temperature 120 celsius, time 15 minute. Product: ClC1=C(C=C(C=C1NC1=NN2C(C(=N1)NC1CC1)=NC=C2C#N)C#N)C2CCN(CC2)C(C(=O)N)(C)C (2-(4-(2-chloro-5-cyano-3-((7-cyano-4-(cyclopropylamino)imidazo[2,1-f][1,2,4]triazin-2-yl)amino)phenyl)piperidin-1-yl)-2-methylpropanamide). Reaction SMILES: [Cl:1][C:2]1[C:7]([CH:8]2[CH2:13][CH2:12][NH:11][CH2:10][CH2:9]2)=[CH:6][C:5]([C:14]#[N:15])=[CH:4][C:3]=1[NH:16][C:17]1[N:22]=[C:21]([N:23]([CH:33]2[CH2:35][CH2:34]2)CC2C=CC(OC)=CC=2)[C:20]2=[N:36][CH:37]=[C:38]([C:39]#[N:40])[N:19]2[N:18]=1.Br[C:42]([CH3:47])([CH3:46])[C:43]([NH2:45])=[O:44].[I-].[Na+].C([O-])([O-])=O.[Cs+].[Cs+].C(O)(C(F)(F)F)=O.C1(OC)C=CC=CC=1>CC#N.C(Cl)Cl>[Cl:1][C:2]1[C:3]([NH:16][C:17]2[N:22]=[C:21]([NH:23][CH:33]3[CH2:35][CH2:34]3)[C:20]3=[N:36][CH:37]=[C:38]([C:39]#[N:40])[N:19]3[N:18]=2)=[CH:4][C:5]([C:14]#[N:15])=[CH:6][C:7]=1[CH:8]1[CH2:13][CH2:12][N:11]([C:42]([CH3:47])([CH3:46])[C:43]([NH2:45])=[O:44])[CH2:10][CH2:9]1 |f:2.3,4.5.6|. Procedure: A mixture of 2-((2-chloro-5-cyano-3-(piperidin-4-yl)phenyl)amino)-4-(cyclopropyl(4-methoxybenzyl)amino)imidazo[2,1-f][1,2,4]triazine-7-carbonitrile, (Example 208D) (25 mg, 0.045 mmol), 2-bromo-2-methylpropanamide (37.5 mg, 0.226 mmol), sodium iodide (33.8 mg, 0.226 mmol) and Cs2CO3 (58.8 mg, 0.180 mmol) in CH3CN (1.2 mL) was heated at 120° C. for 2 h using microwave irradiation. The reaction mixture was diluted with DCM, filtered to remove insoluble material. The filtrate was concentrated. The r...